Task: describe an organic reaction: reactants, conditions, products, and yield. Dataset: the Open Reaction Database (ORD), a public repository of structured organic reaction records The reactants are ethyl ester, BrC1C(C(CCC1)C(=O)O)=O (3-bromo-2-oxocyclohexanecarboxylic acid), FC(C=1C=C(N)C=CC1)(F)F (3-trifluoromethylaniline). Product: ethyl ester, FC(C1=CC=C2C=3CCCC(C3NC2=C1)C(=O)O)(F)F (7-trifluoromethyl-1,2,3,4-tetrahydrocarbazole-1-carboxylic acid). RXN SMILES: Br[CH:2]1[CH2:7][CH2:6][CH2:5][CH:4]([C:8]([OH:10])=[O:9])[C:3]1=O.[F:12][C:13]([F:22])([F:21])[C:14]1[CH:15]=[C:16]([CH:18]=[CH:19][CH:20]=1)[NH2:17]>>[F:12][C:13]([F:21])([F:22])[C:14]1[CH:15]=[C:16]2[C:18]([C:2]3[CH2:7][CH2:6][CH2:5][CH:4]([C:8]([OH:10])=[O:9])[C:3]=3[NH:17]2)=[CH:19][CH:20]=1. Reported procedure: Under the conditions as described in Example 1(a), 10 g. of the ethyl ester of 3-bromo-2-oxocyclohexanecarboxylic acid is reacted with 3-trifluoromethylaniline to obtain the ethyl ester of 7-trifluoromethyl-1,2,3,4-tetrahydrocarbazole-1-carboxylic acid. Reactants: C(C)OC(=O)N1N=C(C2=C1SC(=C2)C(=O)OC(C)(C)C)NC(C2=C(C=CC=C2)[N+](=O)[O-])=O (3-(2-Nitro-benzoylamino)-thieno[2,3-c]pyrazole-1,5-dicarboxylic acid 5-tert-butyl ester 1-ethyl ester). The reagents and catalysts are [Pd] (Pd/C). Run in C(C)(=O)OCC (ethyl acetate). Reaction conditions: time 10 hour. Yields the product C(C)OC(=O)N1N=C(C2=C1SC(=C2)C(=O)OC(C)(C)C)NC(C2=C(C=CC=C2)N)=O (3-(2-Amino-benzoylamino)-thieno[2,3-c]pyrazole-1,5-dicarboxylic Acid 5-tert-butyl Ester 1-ethyl Ester). The yield is 97.2%. RXN SMILES: [CH2:1]([O:3][C:4]([N:6]1[C:10]2[S:11][C:12]([C:14]([O:16][C:17]([CH3:20])([CH3:19])[CH3:18])=[O:15])=[CH:13][C:9]=2[C:8]([NH:21][C:22](=[O:32])[C:23]2[CH:28]=[CH:27][CH:26]=[CH:25][C:24]=2[N+:29]([O-])=O)=[N:7]1)=[O:5])[CH3:2]>C(OCC)(=O)C.[Pd]>[CH2:1]([O:3][C:4]([N:6]1[C:10]2[S:11][C:12]([C:14]([O:16][C:17]([CH3:20])([CH3:18])[CH3:19])=[O:15])=[CH:13][C:9]=2[C:8]([NH:21][C:22](=[O:32])[C:23]2[CH:28]=[CH:27][CH:26]=[CH:25][C:24]=2[NH2:29])=[N:7]1)=[O:5])[CH3:2]. Procedure: The suspension of 3-(2-Nitro-benzoylamino)-thieno[2,3-c]pyrazole-1,5-dicarboxylic acid 5-tert-butyl ester 1-ethyl ester (984 mg, 2.136 mmol) and Pd/C 10% (200 mg) in ethyl acetate (AcOEt, 35 mL) was shaken under hydrogen pressure (40 psi) for 10 hours. The solid was filtered on celite, washed with AcOEt and the filtrate was evaporated under vacuum to yield 894 mg (97%) of title compound. Reactants: CCN(CC)C1CCN(C(=O)c2n[nH]c(-c3cccc(Br)c3)c2C)C1, C#C[Si](C)(C)C, C1CCNCC1, [Cu]I, c1ccc(P(c2ccccc2)(c2ccccc2)[Pd](P(c2ccccc2)(c2ccccc2)c2ccccc2)(P(c2ccccc2)(c2ccccc2)c2ccccc2)P(c2ccccc2)(c2ccccc2)c2ccccc2)cc1. Product: CCN(CC)C1CCN(C(=O)c2n[nH]c(-c3cccc(C#C[Si](C)(C)C)c3)c2C)C1. RXN SMILES: [Br:1][c:2]1[cH:3][c:4](-[c:8]2[c:9]([CH3:25])[c:10]([C:13](=[O:14])[N:15]3[CH2:16][CH:17]([N:20]([CH2:21][CH3:22])[CH2:23][CH3:24])[CH2:18][CH2:19]3)[n:11][nH:12]2)[cH:5][cH:6][cH:7]1.[C:26](#[CH:27])[Si:28]([CH3:29])([CH3:30])[CH3:31].[CH2:32]1[CH2:33][CH2:34][NH:35][CH2:36][CH2:37]1.[Cu:115][I:116].[cH:38]1[cH:39][cH:40][c:41]([P:42]([Pd:43]([P:44]([c:45]2[cH:46][cH:47][cH:48][cH:49][cH:50]2)([c:51]2[cH:52][cH:53][cH:54][cH:55][cH:56]2)[c:57]2[cH:58][cH:59][cH:60][cH:61][cH:62]2)([P:63]([c:64]2[cH:65][cH:66][cH:67][cH:68][cH:69]2)([c:70]2[cH:71][cH:72][cH:73][cH:74][cH:75]2)[c:76]2[cH:77][cH:78][cH:79][cH:80][cH:81]2)[P:82]([c:83]2[cH:84][cH:85][cH:86][cH:87][cH:88]2)([c:89]2[cH:90][cH:91][cH:92][cH:93][cH:94]2)[c:95]2[cH:96][cH:97][cH:98][cH:99][cH:100]2)([c:101]2[cH:102][cH:103][cH:104][cH:105][cH:106]2)[c:107]2[cH:108][cH:109][cH:110][cH:111][cH:112]2)[cH:113][cH:114]1>>[c:2]1([C:27]#[C:26][Si:28]([CH3:29])([CH3:30])[CH3:31])[cH:3][c:4](-[c:8]2[c:9]([CH3:25])[c:10]([C:13](=[O:14])[N:15]3[CH2:16][CH:17]([N:20]([CH2:21][CH3:22])[CH2:23][CH3:24])[CH2:18][CH2:19]3)[n:11][nH:12]2)[cH:5][cH:6][cH:7]1. The reactants are C(C1=CC=CC=C1)(=O)OC1=CN(C2=CC(=CC=C2C1=O)C)C (1,7-dimethyl-4-oxo-1,4-dihydroquinol-3-yl benzoate), N1CCCCC1 (piperidine), N1CCCCC1 (piperidine). Solvent: ClCCl (dichloromethane). Reaction conditions: time 3 day. Yields the product OC1=CN(C2=CC(=CC=C2C1=O)C)C (3-hydroxy-1,7- dimethyl-4quinolone). Reaction SMILES: C([O:9][C:10]1[C:19](=[O:20])[C:18]2[C:13](=[CH:14][C:15]([CH3:21])=[CH:16][CH:17]=2)[N:12]([CH3:22])[CH:11]=1)(=O)C1C=CC=CC=1.N1CCCCC1>ClCCl>[OH:9][C:10]1[C:19](=[O:20])[C:18]2[C:13](=[CH:14][C:15]([CH3:21])=[CH:16][CH:17]=2)[N:12]([CH3:22])[CH:11]=1. Procedure details: A mixture of 1,7-dimethyl-4-oxo-1,4-dihydroquinol-3-yl benzoate (1.45 g), piperidine (0.49 ml) and dichloromethane (14 ml) was stirred at ambient temperature under nitrogen for 3 days. Further piperidine (0.13 ml) was added and the mixture stirred overnight. The solvent was removed by distillation and the residue triturated with diethyl ether (20 ml) to give the novel compound 3-hydroxy-1,7- dimethyl-4quinolone, m.p. 268°. Isolated yield 88.7%. The reactants are FC(C=1C=C(C=O)C=CC1)(F)F (m-trifluoromethylbenzaldehyde), C(C)(=O)OCC (ethyl acetate), CC(=O)C (acetone), [OH-].[Na+] (sodium hydroxide), O (water). Reaction SMILES: [F:1][C:2]([F:12])([F:11])[C:3]1[CH:4]=[C:5]([CH:8]=[CH:9][CH:10]=1)[CH:6]=O.[OH-].[Na+].O.C(OCC)(=O)C.[CH3:22][C:23]([CH3:25])=[O:24]>>[F:1][C:2]([F:12])([F:11])[C:3]1[CH:4]=[C:5]([CH:6]=[CH:22][C:23](=[O:24])[CH3:25])[CH:8]=[CH:9][CH:10]=1 |f:1.2|. Yields the product FC(C=1C=C(C=CC1)C=CC(C)=O)(F)F (4-(3-trifluoromethylphenyl)-3-buten-2-one). Run at time 30 minute. Procedure: In a 250 ml single neck flask was charged 7.5 g (43.1 mmoles,1.0 eq) of m-trifluoromethylbenzaldehyde dissolved in 15 ml of acetone. To this was added 17.2 g of 10% aqueous sodium hydroxide solution (43 mmoles, 1.0 eq), dropwise and during the course of addition, temperature was kept no higher than 25° C., while the mixture was agitated continuously for 30 minutes. To the mixture was added 50 ml of water, followed by 100 ml of ethyl acetate, the phases were separated and the organic phase was wa... The reactants are OCCC#CC1=CC=C(C=C1)CC(=O)OC (methyl 4-(4-hydroxybutyn-1-yl)phenylacetate), [H][H] (hydrogen). The reagents and catalysts are [Pd] (palladium on carbon). Run in C(C)O (ethanol). Product: OCCCCC1=CC=C(C=C1)CC(=O)OC (methyl 4-(4-hydroxybutyl)phenylacetate). Yield: 99.3%. As a reaction SMILES: [OH:1][CH2:2][CH2:3][C:4]#[C:5][C:6]1[CH:11]=[CH:10][C:9]([CH2:12][C:13]([O:15][CH3:16])=[O:14])=[CH:8][CH:7]=1.[H][H]>[Pd].C(O)C>[OH:1][CH2:2][CH2:3][CH2:4][CH2:5][C:6]1[CH:7]=[CH:8][C:9]([CH2:12][C:13]([O:15][CH3:16])=[O:14])=[CH:10][CH:11]=1. Procedure: A solution of methyl 4-(4-hydroxybutyn-1-yl)phenylacetate (178 mg, 0.82 mmole) and 10% palladium on carbon (30 mg) in ethanol (2 mL) were stirred under a balloon of hydrogen for 3 days at room temperature. The mixture was filtered and the filtrate concentrated in vacuo to give the title compound (181 mg) as an oil. NMR (CDCl3): δ 1.52 (s, 1H); 1.64 (m, 2H); 1.71 (m, 2H); 2.65 (t, 2H); 3.61 (s, 2H); 3.68 (t, 2H); 3.71 (s, 3H); 7.15 (d, 2H); 7.21 (d, 2H). Starting materials: C1CCOC1, COP(=O)(OC)c1cc(-c2ccc(C)cc2)ccc1O, CC(O)C1CCCC1, CCOC(=O)N=NC(=O)OCC, c1ccc(P(c2ccccc2)c2ccccc2)cc1. Yields the product COP(=O)(OC)c1cc(-c2ccc(C)cc2)ccc1OC(C)C1CCCC1. RXN SMILES: [CH2:60]1[O:61][CH2:62][CH2:63][CH2:64]1.[CH3:1][O:2][P:3]([O:4][CH3:5])(=[O:6])[c:7]1[cH:8][c:9](-[c:14]2[cH:15][cH:16][c:17]([CH3:20])[cH:18][cH:19]2)[cH:10][cH:11][c:12]1[OH:13].[CH:21]1([CH:26]([CH3:27])[OH:28])[CH2:22][CH2:23][CH2:24][CH2:25]1.[O:48]=[C:49]([O:50][CH2:51][CH3:52])[N:53]=[N:54][C:55]([O:56][CH2:57][CH3:58])=[O:59].[c:29]1([P:30]([c:31]2[cH:32][cH:33][cH:34][cH:35][cH:36]2)[c:37]2[cH:38][cH:39][cH:40][cH:41][cH:42]2)[cH:43][cH:44][cH:45][cH:46][cH:47]1>>[CH3:1][O:2][P:3]([O:4][CH3:5])(=[O:6])[c:7]1[cH:8][c:9](-[c:14]2[cH:15][cH:16][c:17]([CH3:20])[cH:18][cH:19]2)[cH:10][cH:11][c:12]1[O:13][CH:26]([CH:21]1[CH2:22][CH2:23][CH2:24][CH2:25]1)[CH3:27].